From a dataset of the Open Reaction Database (ORD), a public repository of structured organic reaction records. describe an organic reaction: reactants, conditions, products, and yield Reactants: C(C1=CC=CC=C1)C=1OC2=C(N1)C=C(C=C2CC=C)Cl (2-benzyl-5-chloro-7-allylbenzoxazole), C(CC(C)C)BCCC(C)C (di-iso-amylborane), OO (hydrogen peroxide), [OH-].[Na+] (sodium hydroxide). The solvent is C1CCOC1 (THF), C1CCOC1 (THF). Reaction conditions: time 21 hour. The product is C(C1=CC=CC=C1)C=1OC2=C(N1)C=C(C=C2CCCO)Cl (2-Benzyl-5-chloro-7-(3-hydroxy-1-propyl)Benzoxazole). As a reaction SMILES: [CH2:1]([C:8]1[O:9][C:10]2[C:16]([CH2:17][CH:18]=[CH2:19])=[CH:15][C:14]([Cl:20])=[CH:13][C:11]=2[N:12]=1)[C:2]1[CH:7]=[CH:6][CH:5]=[CH:4][CH:3]=1.C(BCCC(C)C)CC(C)C.[OH-:32].[Na+].OO>C1COCC1>[CH2:1]([C:8]1[O:9][C:10]2[C:16]([CH2:17][CH2:18][CH2:19][OH:32])=[CH:15][C:14]([Cl:20])=[CH:13][C:11]=2[N:12]=1)[C:2]1[CH:3]=[CH:4][CH:5]=[CH:6][CH:7]=1 |f:2.3|. Reported procedure: A solution of 2-benzyl-5-chloro-7-allylbenzoxazole (2.2 g, 8 mmol) in THF (12 ml) was added to a solution of di-iso-amylborane (1.13 g, 8 mmol) in THF. The reaction was allowed to stir at room temperature for 21 hours and then 3 N sodium hydroxide solution (4 ml) was added followed by 30% hydrogen peroxide (4 ml). After 3 hours, the reaction mixture was partitioned between dichloromethane and water. The dichloromethane solution was washed with water (3×100 ml) and the solvent was evaporated unde... The reactants are FC=1C=NC=CC1C=1N=CC(=NC1C=1C=NC=CC1)N (5-(3-Fluoropyridin-4-yl)-6-pyridin-3-ylpyrazin-2-amine), N1=CC=CC=C1 (pyridine), C(CC)(=O)Cl (propionyl chloride). Solvent: C(Cl)Cl (CH2Cl2). Run at temperature 0 celsius, time 8 hour. Yields the product FC=1C=NC=CC1C=1N=CC(=NC1C=1C=NC=CC1)NC(CC)=O (N-[5-(3-Fluoropyridin-4-yl)-6-pyridin-3-ylpyrazin-2-yl]propanamide). The yield is 55.2%. As a reaction SMILES: [F:1][C:2]1[CH:3]=[N:4][CH:5]=[CH:6][C:7]=1[C:8]1[N:9]=[CH:10][C:11]([NH2:20])=[N:12][C:13]=1[C:14]1[CH:15]=[N:16][CH:17]=[CH:18][CH:19]=1.N1C=CC=CC=1.[C:27](Cl)(=[O:30])[CH2:28][CH3:29]>C(Cl)Cl>[F:1][C:2]1[CH:3]=[N:4][CH:5]=[CH:6][C:7]=1[C:8]1[N:9]=[CH:10][C:11]([NH:20][C:27](=[O:30])[CH2:28][CH3:29])=[N:12][C:13]=1[C:14]1[CH:15]=[N:16][CH:17]=[CH:18][CH:19]=1. Procedure: To a solution of 5-(3-fluoropyridin-4-yl)-6-pyridin-3-ylpyrazin-2-amine (Example 115) (150 mg, 0.56 mmol) in CH2Cl2 (5 mL) was added pyridine (1 mL), cooled at 0° C., propionyl chloride (57 mg, 0.62 mmol) was added dropwise. Upon complete addition, the ice bath was removed and the reaction continued at room temperature overnight. Then CH2Cl2 (10 mL) and aqueous NaOH 10% (10 mL) were added, the organic layer was separated, and washed with H2O and saturated NaCl. The combined organic layers were d...